This data is from the Open Reaction Database (ORD), a public repository of structured organic reaction records. The task is: describe an organic reaction: reactants, conditions, products, and yield Starting materials: C1CCOC1, CCO, CCOC(=O)c1cc([N+](=O)[O-])cc(Br)c1Cl, Cl, [Na+], [OH-], O. The product is O=C(O)c1cc([N+](=O)[O-])cc(Br)c1Cl. RXN SMILES: [CH2:17]1[O:18][CH2:19][CH2:20][CH2:21]1.[CH3:25][CH2:26][OH:27].[Cl:1][c:2]1[c:3]([C:4](=[O:5])[O:6][CH2:7][CH3:8])[cH:9][c:10]([N+:14](=[O:15])[O-:16])[cH:11][c:12]1[Br:13].[ClH:24].[Na+:23].[OH-:22].[OH2:28]>>[Cl:1][c:2]1[c:3]([C:4](=[O:5])[OH:6])[cH:9][c:10]([N+:14](=[O:15])[O-:16])[cH:11][c:12]1[Br:13]. Starting materials: C(C)OC(C=[N+]=[N-])OCC (2,2-diethoxy-1-diazoethane), F[C@H]1C[C@H]2[C@@H]3C[C@H]([C@](C(CO)=O)([C@]3(C[C@@H]([C@@H]2[C@]2(C=CC(C=C12)=O)C)O)C)O)O (6α-fluoro-11β,16α,17,21-tetrahydroxypregna-1,4-diene-3,20-dione). The product is F[C@H]1C[C@H]2[C@@H]3C[C@H]([C@](C(CO)=O)([C@]3(C[C@@H]([C@@H]2[C@]2(C=CC(C=C12)=O)C)O)C)O)OCC(OCC)OCC (6α-Fluoro-16α-[(2,2-diethoxy)ethoxy]-11β,17,21-trihydroxypregna-1,4-diene-3,20-dione). As a reaction SMILES: [CH2:1]([O:3][CH:4]([O:8][CH2:9][CH3:10])[CH:5]=[N+]=[N-])[CH3:2].[F:11][C@@H:12]1[C:32]2[C@:27]([CH3:34])([CH:28]=[CH:29][C:30](=[O:33])[CH:31]=2)[C@@H:26]2[C@H:14]([C@H:15]3[C@:23]([CH3:36])([CH2:24][C@@H:25]2[OH:35])[C@@:18]([OH:37])([C:19](=[O:22])[CH2:20][OH:21])[C@H:17]([OH:38])[CH2:16]3)[CH2:13]1>>[F:11][C@@H:12]1[C:32]2[C@:27]([CH3:34])([CH:28]=[CH:29][C:30](=[O:33])[CH:31]=2)[C@@H:26]2[C@H:14]([C@H:15]3[C@:23]([CH3:36])([CH2:24][C@@H:25]2[OH:35])[C@@:18]([OH:37])([C:19](=[O:22])[CH2:20][OH:21])[C@H:17]([O:38][CH2:5][CH:4]([O:8][CH2:9][CH3:10])[O:3][CH2:1][CH3:2])[CH2:16]3)[CH2:13]1. Reported procedure: A solution of 2,2-diethoxy-1-diazoethane (prepared from 0.18 mole of precursor as described in Example 2A) in methanolether at 0°C is treated with 6α-fluoro-11β,16α,17,21-tetrahydroxypregna-1,4-diene-3,20-dione, 16,17-cycloborate until nitrogen evolution ceases. The solution is evaporated to give the title compound. Reactants: BrBr (bromine), 23, C(C)(C)(C)C1=CC=C(C=C1)CC(CCl)C (3-(p-tert.-butyl-phenyl)-2-methyl-propyl chloride). The reagents and catalysts are [Fe] (iron). The solvent is C(Cl)(Cl)Cl (chloroform). Reaction conditions: time 17 hour. Product: C(C)(C)(C)C1=CC(=C(C=C1)CC(CCl)C)Br (3-(p-tert.-butyl-o-bromo-phenyl)-2-methyl-propyl chloride). Reaction SMILES: [Br:1]Br.[C:3]([C:7]1[CH:12]=[CH:11][C:10]([CH2:13][CH:14]([CH3:17])[CH2:15][Cl:16])=[CH:9][CH:8]=1)([CH3:6])([CH3:5])[CH3:4]>C(Cl)(Cl)Cl.[Fe]>[C:3]([C:7]1[CH:8]=[CH:9][C:10]([CH2:13][CH:14]([CH3:17])[CH2:15][Cl:16])=[C:11]([Br:1])[CH:12]=1)([CH3:6])([CH3:4])[CH3:5]. Reported procedure: 16 parts by weight of bromine are added dropwise to a mixture of 23 parts by weight of 3-(p-tert.-butyl-phenyl)-2-methyl-propyl chloride and 0.5 part by weight of iron powder. The reaction temperature rises to 35° C. Stirring is continued for 17 hours, the product is dissolved in chloroform, the solution is washed with water, with aqueous NaHCO3 solution and again with water and is dried over Na2SO4, the solvent is evaporated and the residue is distilled. The reactants are COc1ccc2c(C(=O)O)nc(C#N)c(-c3ccccn3)c2c1, ClCCCl, CCN(C(C)C)C(C)C, [Cl-], [NH3+]C1CCOC1, CN(C)C=O. The product is COc1ccc2c(C(=O)NC3CCOC3)nc(C#N)c(-c3ccccn3)c2c1. RXN SMILES: [C:1](#[N:2])[c:3]1[n:4][c:5]([C:21](=[O:22])[OH:23])[c:6]2[cH:7][cH:8][c:9]([O:19][CH3:20])[cH:10][c:11]2[c:12]1-[c:13]1[n:14][cH:15][cH:16][cH:17][cH:18]1.[CH2:31]([Cl:32])[CH2:33][Cl:34].[CH:35]([N:36]([CH2:37][CH3:38])[CH:39]([CH3:40])[CH3:41])([CH3:42])[CH3:43].[Cl-:24].[O:25]1[CH2:26][CH:27]([NH3+:30])[CH2:28][CH2:29]1.[O:44]=[CH:45][N:46]([CH3:47])[CH3:48]>>[C:1](#[N:2])[c:3]1[n:4][c:5]([C:21](=[O:23])[NH:30][CH:27]2[CH2:26][O:25][CH2:29][CH2:28]2)[c:6]2[cH:7][cH:8][c:9]([O:19][CH3:20])[cH:10][c:11]2[c:12]1-[c:13]1[n:14][cH:15][cH:16][cH:17][cH:18]1. Solvent: ClCCl (dichloromethane). The yield is 80.0%. Starting materials: [Si](C)(C)(C(C)(C)C)OC=1C(N(C2=CC(=CC=C2N1)OC)CC(C)OCOC)=O (3-{[Tert-butyl(dimethyl)silyl]oxy}-2-(methoxymethoxy)propyl-7-methoxyquinoxalin-2(1H)-one), O1CCCC1 (tetrahydrofuran), [F-].C(CCC)[N+](CCCC)(CCCC)CCCC (Tetrabutyl ammonium fluoride). Procedure: 1-[3-{[Tert-butyl(dimethyl)silyl]oxy}-2-(methoxymethoxy)propyl-7-methoxyquinoxalin-2(1H)-one (863 mg, 2.11 mmol) was dissolved in tetrahydrofuran (10 ml). Tetrabutyl ammonium fluoride (1M tetrahydrofuran solution; 2.74 ml, 2.74 mmol) was added to this solution under cooling on ice, and the mixture was stirred for 3 hours. The reaction solution was diluted with dichloromethane and washed with saturated sodium bicarbonate water. After drying with anhydrous sodium sulfate, the solvent was removed u... As a reaction SMILES: [Si](O[C:9]1[C:10](=[O:28])[N:11]([CH2:21][CH:22]([O:24][CH2:25][O:26][CH3:27])[CH3:23])[C:12]2[C:17]([N:18]=1)=[CH:16][CH:15]=[C:14]([O:19][CH3:20])[CH:13]=2)(C(C)(C)C)(C)C.[F-].C([N+](CCCC)(CCCC)CCCC)CCC.[O:47]1CCCC1>ClCCl>[OH:47][CH2:23][CH:22]([O:24][CH2:25][O:26][CH3:27])[CH2:21][N:11]1[C:12]2[C:17](=[CH:16][CH:15]=[C:14]([O:19][CH3:20])[CH:13]=2)[N:18]=[CH:9][C:10]1=[O:28] |f:1.2|. Yields the product OCC(CN1C(C=NC2=CC=C(C=C12)OC)=O)OCOC (1-[3-Hydroxy-2-(methoxymethoxy)propyl]-7-methoxyquinoxalin-2(1H)-one). Reaction conditions: time 3 hour. Reactants: Cl.C(C)(C)OCCN(C(CCl)=O)C1=CC=C(C(=O)N2CCN(CC2)CCC2=CC=C(C=C2)Cl)C=C1 (1-{4-[N-(2-isopropoxyethyl)-N-chloroacetylamino]-benzoyl}-4-[2-(4-chlorophenyl)-ethyl]-piperazine hydrochloride), SC(C(=O)O)CC(=O)O (2-mercapto-succinic acid), C(C(S)CC(=O)O)(=O)O (thiomalic acid). Yields the product C(C)(C)OCCN(C(CSC(CC(=O)O)C(=O)O)=O)C1=CC=C(C(=O)N2CCN(CC2)CCC2=CC=C(C=C2)Cl)C=C1 ((±)-1-{4-[N-(2-isopropoxyethyl)-N-(1,2-dicarboxyethylmercapto-acetyl)-amino]-benzoyl}-4-[2-(4-chlorophenyl)-ethyl]-piperazine). Reaction SMILES: Cl.[CH:2]([O:5][CH2:6][CH2:7][N:8]([C:13]1[CH:35]=[CH:34][C:16]([C:17]([N:19]2[CH2:24][CH2:23][N:22]([CH2:25][CH2:26][C:27]3[CH:32]=[CH:31][C:30]([Cl:33])=[CH:29][CH:28]=3)[CH2:21][CH2:20]2)=[O:18])=[CH:15][CH:14]=1)[C:9](=[O:12])[CH2:10]Cl)([CH3:4])[CH3:3].[SH:36][CH:37]([CH2:41][C:42]([OH:44])=[O:43])[C:38]([OH:40])=[O:39]>>[CH:2]([O:5][CH2:6][CH2:7][N:8]([C:13]1[CH:35]=[CH:34][C:16]([C:17]([N:19]2[CH2:24][CH2:23][N:22]([CH2:25][CH2:26][C:27]3[CH:32]=[CH:31][C:30]([Cl:33])=[CH:29][CH:28]=3)[CH2:21][CH2:20]2)=[O:18])=[CH:15][CH:14]=1)[C:9](=[O:12])[CH2:10][S:36][CH:37]([C:38]([OH:40])=[O:39])[CH2:41][C:42]([OH:44])=[O:43])([CH3:4])[CH3:3] |f:0.1|. Procedure details: Analogously to Example 1, 1-{4-[N-(2-isopropoxyethyl)-N-chloroacetylamino]-benzoyl}-4-[2-(4-chlorophenyl)-ethyl]-piperazine hydrochloride is reacted with DL-2-mercapto-succinic acid (=DL-thiomalic acid), yielding (±)-1-{4-[N-(2-isopropoxyethyl)-N-(1,2-dicarboxyethylmercapto-acetyl)-amino]-benzoyl}-4-[2-(4-chlorophenyl)-ethyl]-piperazine.